From a dataset of the Open Reaction Database (ORD), a public repository of structured organic reaction records. describe an organic reaction: reactants, conditions, products, and yield Procedure: Phosphoryl chloride (19 ml) in dichloromethane (50 ml) was added dropwise to a stirred solution of 2-methyl-3-fluoro-4-nitropyridine-N-oxide (12 g) in dichloromethane (50 ml). The reaction mixture was heated under reflux for a total of 8 hours. After cooling and pouring onto ice, the mixture was basified (NaOH) to pH 9 and extracted with dichloromethane. After drying (K2CO3) and removal of solvent, the crude product was purified by column chromatography (silica gel; 1% MeOH/CHCl3) to give 2-meth... Reactants: [OH-].[Na+] (NaOH), P(=O)(Cl)(Cl)Cl (Phosphoryl chloride), CC1=[N+](C=CC(=C1F)[N+](=O)[O-])[O-] (2-methyl-3-fluoro-4-nitropyridine-N-oxide). Yields the product CC1=[N+](C=CC(=C1F)Cl)[O-] (2-methyl-3-fluoro-4-chloro-pyridine-N-oxide). RXN SMILES: P(Cl)(Cl)([Cl:3])=O.[CH3:6][C:7]1[C:12]([F:13])=[C:11]([N+]([O-])=O)[CH:10]=[CH:9][N+:8]=1[O-:17].[OH-].[Na+]>ClCCl>[CH3:6][C:7]1[C:12]([F:13])=[C:11]([Cl:3])[CH:10]=[CH:9][N+:8]=1[O-:17] |f:2.3|. Solvent: ClCCl (dichloromethane), ClCCl (dichloromethane).